From a dataset of the Open Reaction Database (ORD), a public repository of structured organic reaction records. describe an organic reaction: reactants, conditions, products, and yield Starting materials: N1C=CC2=CC=CC=C12 (indole), C(O)([O-])=O.[Na+] (sodium hydrogen carbonate), O (water), ClC=1N=C(N(C1Cl)CC1=C(C2=C(N(C(N(C2=O)C)=O)CC(C)C)S1)C(=O)N(C)OC)C (6-[4,5-Dichloro-2-methyl-1H-imidazol-1-ylmethyl]-1,2,3,4-tetrahydro-N-methoxy-N,3-dimethyl-1-(2-methylpropyl)-2,4-dioxo-thieno[2,3-d]pyrimidine-5-carboxamide), C(Cl)(Cl)Cl (chloroform). Reaction conditions: time 3 day. Product: N1C=C(C2=CC=CC=C12)CC1=C(C2=C(N(C(N(C2=O)C)=O)CC(C)C)S1)C(=O)OC (Methyl 1,2,3,4-tetrahydro-6-(1H-indol-3-ylmethyl)-3-methyl-1-(2-methylpropyl)-2,4-dioxo-thieno[2,3-d]pyrimidine-5-carboxylate). As a reaction SMILES: ClC1N=C(C)N([CH2:8][C:9]2[S:24][C:12]3[N:13]([CH2:20][CH:21]([CH3:23])[CH3:22])[C:14](=[O:19])[N:15]([CH3:18])[C:16](=[O:17])[C:11]=3[C:10]=2C(N(OC)C)=O)C=1Cl.[NH:32]1[C:40]2[C:35](=[CH:36][CH:37]=[CH:38][CH:39]=2)[CH:34]=[CH:33]1.[C:41](=[O:44])([O-])[OH:42].[Na+].O.[CH:47](Cl)(Cl)Cl>>[NH:32]1[C:40]2[C:35](=[CH:36][CH:37]=[CH:38][CH:39]=2)[C:34]([CH2:8][C:9]2[S:24][C:12]3[N:13]([CH2:20][CH:21]([CH3:22])[CH3:23])[C:14](=[O:19])[N:15]([CH3:18])[C:16](=[O:17])[C:11]=3[C:10]=2[C:41]([O:42][CH3:47])=[O:44])=[CH:33]1 |f:2.3|. Reported procedure: The product from example 1 part b) (2.5 g) was dissolved in chloroform (20 ml), then indole (1.08 g), sodium hydrogen carbonate (1.4 g) and water (20 ml) were added and the reaction mixture was stirred at room temperature for 3 days. The two layers were separated and the aqueous phase was extracted with dichloromethane. The combined organic extracts were dried over magnesium sulfate, filtered and concentrated in vacuo. The residue was purified by flash silica chromatography eluting with 50% ethy... The yield is 63.6%. The product is C(\C=C(/C)\CCC=C(C)C)OC1=C(C(=O)NCCC2=CC=NC=C2)C=C(C=C1)OC\C=C(/C)\CCC=C(C)C (4-[2-(2,5-digeranyloxybenzoylamino)ethyl]pyridine). Procedure details: 2,5-digeranyloxybenzoic acid(2.40 g) was dissolved in chloroform(40 ml) and triethylamine(1.58 ml), and then diphenylphosphinic chloride(1.08 ml) was added thereto while being cooled with ice. After being stirred for 30 minutes, the mixture, with 4-(2-aminoethyl)pyridine(0.69 g) added thereto, was stirred for 1 hour at room temperature. The reaction mixture was washed with saturated sodium hydrogencarbonate aqueous solution and saturated brine successively, dried over sodium sulfate anhydride, a... Reactants: C1(=CC=CC=C1)P(=O)(C1=CC=CC=C1)Cl (diphenylphosphinic chloride), C(\C=C(/C)\CCC=C(C)C)OC1=C(C(=O)O)C=C(C=C1)OC\C=C(/C)\CCC=C(C)C (2,5-digeranyloxybenzoic acid), NCCC1=CC=NC=C1 (4-(2-aminoethyl)pyridine). Run in C(C)N(CC)CC (triethylamine), C(Cl)(Cl)Cl (chloroform). Conditions: time 30 minute. Reaction SMILES: [CH2:1]([O:11][C:12]1[CH:20]=[CH:19][C:18]([O:21][CH2:22]/[CH:23]=[C:24](/[CH2:26][CH2:27][CH:28]=[C:29]([CH3:31])[CH3:30])\[CH3:25])=[CH:17][C:13]=1[C:14](O)=[O:15])/[CH:2]=[C:3](/[CH2:5][CH2:6][CH:7]=[C:8]([CH3:10])[CH3:9])\[CH3:4].C1(P(Cl)(C2C=CC=CC=2)=O)C=CC=CC=1.[NH2:47][CH2:48][CH2:49][C:50]1[CH:55]=[CH:54][N:53]=[CH:52][CH:51]=1>C(Cl)(Cl)Cl.C(N(CC)CC)C>[CH2:1]([O:11][C:12]1[CH:20]=[CH:19][C:18]([O:21][CH2:22]/[CH:23]=[C:24](/[CH2:26][CH2:27][CH:28]=[C:29]([CH3:31])[CH3:30])\[CH3:25])=[CH:17][C:13]=1[C:14]([NH:47][CH2:48][CH2:49][C:50]1[CH:55]=[CH:54][N:53]=[CH:52][CH:51]=1)=[O:15])/[CH:2]=[C:3](/[CH2:5][CH2:6][CH:7]=[C:8]([CH3:10])[CH3:9])\[CH3:4].